Dataset: the Open Reaction Database (ORD), a public repository of structured organic reaction records. Task: describe an organic reaction: reactants, conditions, products, and yield The reactants are C(C1=CC=CC=C1)(=O)N1C(C=CC2=CC(=CC=C12)C)C#N ((±) 1-benzoyl-2-cyano-1,2-dihydro-6-methylquinoline), Br (hydrobromic acid), C(C)(=O)O (acetic acid), C(C)(=O)O (acetic acid). Yields the product CC=1C=C2C=CC(=NC2=CC1)C(=O)O (6-Methyl-2-quinolinecarboxylic Acid). RXN SMILES: C([N:9]1[C:18]2[C:13](=[CH:14][C:15]([CH3:19])=[CH:16][CH:17]=2)[CH:12]=[CH:11]C1C#N)(=O)C1C=CC=CC=1.Br.[C:23]([OH:26])(=[O:25])[CH3:24]>>[CH3:19][C:15]1[CH:14]=[C:13]2[C:18](=[CH:17][CH:16]=1)[N:9]=[C:24]([C:23]([OH:26])=[O:25])[CH:11]=[CH:12]2. Reported procedure: The resulting (±) 1-benzoyl-2-cyano-1,2-dihydro-6-methylquinoline thus obtained (155.2 g) was added to acetic acid (170 ml) and 48% hydrobromic acid (170 ml) and this mixture was stirred and refluxed for 0.5 hours. After cooling to room temperature, the solid was collected by filtration and then stirred in water (1000 ml) at 80°-90° while concentrated ammonium hydroxide was added until a pH of 8-9 was obtained. After cooling to 50°, acetic acid was added until a pH of 4-5 was reached. The 6-meth... Reactants: [Si](C)(C)(C(C)(C)C)OC1=CC=C(C=C1)CCNC[C@H](O)C1=CC2=C(OC(OC2)(C)C)C=C1 ((1R)-2-{[2-(4-{[tert-butyl(dimethyl)silyl]oxy}phenyl)ethyl]amino}-1-(2,2-dimethyl-4H-1,3-benzodioxin-6-yl)ethanol), C(=O)(N1C=NC=C1)N1C=NC=C1 (1,1′carbonyldimidazole), O (Water). The solvent is C1CCOC1 (THF). Reaction conditions: time 21.5 hour. Product: CC1(OCC2=C(O1)C=CC(=C2)[C@@H]2CN(C(O2)=O)CCC2=CC=C(C=C2)O)C ((5R)-5-(2,2-Dimethyl-4H-1,3-benzodioxin-6-yl)-3-[2-(4-hydroxyphenyl)ethyl]-1,3-oxazolidin-2-one). The yield is 72.7%. RXN SMILES: [Si]([O:8][C:9]1[CH:14]=[CH:13][C:12]([CH2:15][CH2:16][NH:17][CH2:18][C@@H:19]([C:21]2[CH:32]=[CH:31][C:24]3[O:25][C:26]([CH3:30])([CH3:29])[O:27][CH2:28][C:23]=3[CH:22]=2)[OH:20])=[CH:11][CH:10]=1)(C(C)(C)C)(C)C.[C:33](N1C=CN=C1)(N1C=CN=C1)=[O:34].O>C1COCC1>[CH3:30][C:26]1([CH3:29])[O:25][C:24]2[CH:31]=[CH:32][C:21]([C@H:19]3[O:20][C:33](=[O:34])[N:17]([CH2:16][CH2:15][C:12]4[CH:11]=[CH:10][C:9]([OH:8])=[CH:14][CH:13]=4)[CH2:18]3)=[CH:22][C:23]=2[CH2:28][O:27]1. Procedure details: A solution of (1R)-2-{[2-(4-{[tert-butyl(dimethyl)silyl]oxy}phenyl)ethyl]amino}-1-(2,2-dimethyl-4H-1,3-benzodioxin-6-yl)ethanol (4.803 g) in THF (100 ml) under nitrogen was treated with 1,1′carbonyldimidazole (1.702 g) and the mixture was stirred at 20° for 21.5 h. Water (125 ml) was added, the mixture was stirred for 10 min and then extracted with Et2O. The extract was dried (Na2SO4) and the solvent evaporated in vacuo. The residue was dissolved in THF (60 ml) and was treated with a solution of... Reactants: N1(CCOCC1)C1=CC=C(C(=O)NC=2C3=C(N(N2)C(=O)OCC)SC(=C3)C(=O)OC(C)(C)C)C=C1 (5-tert-butyl 1-ethyl 3-[(4-morpholin-4-ylbenzoyl)amino]-1H-thieno[2,3-c]pyrazole-1,5-dicarboxylate), Cl (hydrochloric acid). The solvent is O1CCOCC1 (dioxane). Reaction conditions: time 72 hour. Product: Cl.C(C)OC(=O)N1N=C(C2=C1SC(=C2)C(=O)O)NC(C2=CC=C(C=C2)N2CCOCC2)=O (1-(ethoxycarbonyl)-3[(4-morpholin-4-ylbenzoyl)amino]-1H-thieno[2,3-c]pyrazole-5-carboxylic acid hydrochloride). Reaction SMILES: [N:1]1([C:7]2[CH:35]=[CH:34][C:10]([C:11]([NH:13][C:14]3[C:15]4[CH:26]=[C:25]([C:27]([O:29]C(C)(C)C)=[O:28])[S:24][C:16]=4[N:17]([C:19]([O:21][CH2:22][CH3:23])=[O:20])[N:18]=3)=[O:12])=[CH:9][CH:8]=2)[CH2:6][CH2:5][O:4][CH2:3][CH2:2]1.[ClH:36]>O1CCOCC1>[ClH:36].[CH2:22]([O:21][C:19]([N:17]1[C:16]2[S:24][C:25]([C:27]([OH:29])=[O:28])=[CH:26][C:15]=2[C:14]([NH:13][C:11](=[O:12])[C:10]2[CH:9]=[CH:8][C:7]([N:1]3[CH2:2][CH2:3][O:4][CH2:5][CH2:6]3)=[CH:35][CH:34]=2)=[N:18]1)=[O:20])[CH3:23] |f:3.4|. Reported procedure: 5-tert-butyl 1-ethyl 3-[(4-morpholin-4-ylbenzoyl)amino]-1H-thieno[2,3-c]pyrazole-1,5-dicarboxylate (4.05 g) was added to a solution of hydrochloric acid in dioxane (88 mL, 4N solution). The resulting mixture was stirred at room temperature for 72 hours. Afterward, volatiles were removed by evaporation under reduced pressure and the residue triturated with diethyl ether, filtered, extensively washed with diethyl ether and dried under vacuum at 40° C. to give 3.4 g of the title compound, used in t... Reactants: C(C)(C)(C)OC(N[C@@H](C(C)C)C(=O)N1[C@@H](C2=CC=CC=C2CC1)C(NC1=C(C=CC=C1F)Cl)=O)=O ({(S)-1-[(S)-1-(2-chloro-6-fluoro-phenylcarbamoyl)-3,4-dihydro-1H-isoquinoline-2-carbonyl]-2-methyl-propyl}-carbamic acid tert-butyl ester), C(=O)(C(F)(F)F)O (TFA). Solvent: C(Cl)Cl (CH2Cl2). Reaction conditions: time 1 hour. The product is FC(C(=O)O)(F)F.ClC1=C(C(=CC=C1)F)NC(=O)[C@H]1N(CCC2=CC=CC=C12)C([C@H](C(C)C)N)=O ((S)-2-((S)-2-amino-3-methyl-butyryl)-1,2,3,4-tetrahydro-isoquinoline-1-carboxylic acid (2-chloro-6-fluoro-phenyl)-amide trifluoroacetate). Reaction SMILES: C(OC(=O)[NH:7][C@H:8]([C:12]([N:14]1[CH2:23][CH2:22][C:21]2[C:16](=[CH:17][CH:18]=[CH:19][CH:20]=2)[C@H:15]1[C:24](=[O:34])[NH:25][C:26]1[C:31]([F:32])=[CH:30][CH:29]=[CH:28][C:27]=1[Cl:33])=[O:13])[CH:9]([CH3:11])[CH3:10])(C)(C)C.[C:36]([OH:42])([C:38]([F:41])([F:40])[F:39])=[O:37]>C(Cl)Cl>[F:39][C:38]([F:41])([F:40])[C:36]([OH:42])=[O:37].[Cl:33][C:27]1[CH:28]=[CH:29][CH:30]=[C:31]([F:32])[C:26]=1[NH:25][C:24]([C@@H:15]1[C:16]2[C:21](=[CH:20][CH:19]=[CH:18][CH:17]=2)[CH2:22][CH2:23][N:14]1[C:12](=[O:13])[C@@H:8]([NH2:7])[CH:9]([CH3:11])[CH3:10])=[O:34] |f:3.4|. Procedure: To a solution of {(S)-1-[(S)-1-(2-chloro-6-fluoro-phenylcarbamoyl)-3,4-dihydro-1H-isoquinoline-2-carbonyl]-2-methyl-propyl}-carbamic acid tert-butyl ester (47 mg, 93.3 μmol, Eq: 1.00) in CH2Cl2 (3 mL) was added TFA (1 mL) dropwise. The reaction was stirred at RT for 1 h. The mixture was evaporated to provide (S)-2-((S)-2-amino-3-methyl-butyryl)-1,2,3,4-tetrahydro-isoquinoline-1-carboxylic acid (2-chloro-6-fluoro-phenyl)-amide trifluoroacetate which was used without further purification. Starting materials: C1CCOC1, COC(=O)c1c(CN2CCOCC2)cccc1[N+](=O)[O-], CO, [Na+], [OH-], O. Yields the product O=C(O)c1c(CN2CCOCC2)cccc1[N+](=O)[O-]. As a reaction SMILES: [CH2:25]1[O:26][CH2:27][CH2:28][CH2:29]1.[CH3:1][O:2][C:3]([c:4]1[c:5]([CH2:13][N:14]2[CH2:15][CH2:16][O:17][CH2:18][CH2:19]2)[cH:6][cH:7][cH:8][c:9]1[N+:10](=[O:11])[O-:12])=[O:20].[CH3:23][OH:24].[Na+:22].[OH-:21].[OH2:30]>>[O:2]=[C:3]([c:4]1[c:5]([CH2:13][N:14]2[CH2:15][CH2:16][O:17][CH2:18][CH2:19]2)[cH:6][cH:7][cH:8][c:9]1[N+:10](=[O:11])[O-:12])[OH:20].